Dataset: the Open Reaction Database (ORD), a public repository of structured organic reaction records. Task: describe an organic reaction: reactants, conditions, products, and yield Reactants: ClC(CCCCCCCCCCCC)C1=COC(=C1)[Si](C)(C)C (3-(1-chlorotridecyl)-5-trimethylsilylfuran), [N-]=[N+]=[N-].[Na+] (sodium azide). The solvent is CN(C=O)C (dimethylformamide). Run at time 6 day. The product is N(=[N+]=[N-])C(CCCCCCCCCCCC)C1=COC(=C1)[Si](C)(C)C (3-(1-Azidotridecyl)-5-trimethylsilylfuran). RXN SMILES: Cl[CH:2]([C:15]1[CH:19]=[C:18]([Si:20]([CH3:23])([CH3:22])[CH3:21])[O:17][CH:16]=1)[CH2:3][CH2:4][CH2:5][CH2:6][CH2:7][CH2:8][CH2:9][CH2:10][CH2:11][CH2:12][CH2:13][CH3:14].[N-:24]=[N+:25]=[N-:26].[Na+]>CN(C)C=O>[N:24]([CH:2]([C:15]1[CH:19]=[C:18]([Si:20]([CH3:23])([CH3:22])[CH3:21])[O:17][CH:16]=1)[CH2:3][CH2:4][CH2:5][CH2:6][CH2:7][CH2:8][CH2:9][CH2:10][CH2:11][CH2:12][CH2:13][CH3:14])=[N+:25]=[N-:26] |f:1.2|. Reported procedure: A mixture of 3-(1-chlorotridecyl)-5-trimethylsilylfuran (468 mg, 1.31 mmol) and sodium azide (852 mg, 13.1 mmol) in dry dimethylformamide (2 ml) was stirred at 60 degrees for 6 days. Most of the solvent was evaporated under high vacuum and the residue dissolved in water. Extraction (ethyl ether) and evaporation of the dried (magnesium sulfate) extracts gave an oil, which was flash chromatographed on silica using 5% ethyl ether/hexane. Fractions with Rf of about 0.73 on evaporation gave the title...